From a dataset of the Open Reaction Database (ORD), a public repository of structured organic reaction records. describe an organic reaction: reactants, conditions, products, and yield RXN SMILES: [B:14]([Br:15])([Br:16])[Br:17].[Cl:18][CH2:19][Cl:20].[Cl:1][c:2]1[n:3][c:4]2[c:5]([O:12][CH3:13])[cH:6][cH:7][cH:8][c:9]2[cH:10][n:11]1>>[Cl:1][c:2]1[n:3][c:4]2[c:5]([OH:12])[cH:6][cH:7][cH:8][c:9]2[cH:10][n:11]1. The product is Oc1cccc2cnc(Cl)nc12. The reactants are BrB(Br)Br, ClCCl, COc1cccc2cnc(Cl)nc12. Reactants: BrC1=CN=C2N1C1=CC=CC=C1N=C2NCC(C)C ((1-bromo-imidazo[1,2-a]quinoxalin-4-yl)-isobutyl-amine), O1CCOC2=C1C=CC(=C2)B(O)O (2,3-dihydro-1,4-benzodioxin-6-ylboronic acid), C(=O)([O-])[O-].[K+].[K+] (K2CO3). Reagents/catalysts: C1=CC=C(C=C1)P([C-]2C=CC=C2)C3=CC=CC=C3.C1=CC=C(C=C1)P([C-]2C=CC=C2)C3=CC=CC=C3.Cl[Pd]Cl.[Fe+2] (Pd(dppf)Cl2). Run at temperature 130 celsius. Yields the product O1CCOC2=C1C=CC(=C2)C2=CN=C1N2C2=CC=CC=C2N=C1NCC(C)C (1-(2,3-dihydro-1,4-benzodioxin-6-yl)-N-(2-methylpropyl)imidazo[1,2-a]quinoxalin-4-amine). Yield: 21.6%. RXN SMILES: Br[C:2]1[N:6]2[C:7]3[C:12]([N:13]=[C:14]([NH:15][CH2:16][CH:17]([CH3:19])[CH3:18])[C:5]2=[N:4][CH:3]=1)=[CH:11][CH:10]=[CH:9][CH:8]=3.[O:20]1[C:25]2[CH:26]=[CH:27][C:28](B(O)O)=[CH:29][C:24]=2[O:23][CH2:22][CH2:21]1.C([O-])([O-])=O.[K+].[K+]>C1C=CC(P(C2C=CC=CC=2)[C-]2C=CC=C2)=CC=1.C1C=CC(P(C2C=CC=CC=2)[C-]2C=CC=C2)=CC=1.Cl[Pd]Cl.[Fe+2]>[O:20]1[C:25]2[CH:26]=[CH:27][C:28]([C:2]3[N:6]4[C:7]5[C:12]([N:13]=[C:14]([NH:15][CH2:16][CH:17]([CH3:19])[CH3:18])[C:5]4=[N:4][CH:3]=3)=[CH:11][CH:10]=[CH:9][CH:8]=5)=[CH:29][C:24]=2[O:23][CH2:22][CH2:21]1 |f:2.3.4,5.6.7.8|. Reported procedure: 0.1 mmol (1-bromo-imidazo[1,2-a]quinoxalin-4-yl)-isobutyl-amine (intermediate example 2.1, 1 mL, 0.1 M in NMP), 0.15 mmol 2,3-dihydro-1,4-benzodioxin-6-ylboronic acid (0.3 mL, 0.5 M in NMP, 1.5 eq), 0.02 mmol Pd(dppf)Cl2 (0.533 mL, 0.0375M in NMP, 0.2 eq) and 0.3 mmol K2CO3 (0.3 mL, 1M in water, 3 eq) were combined in a sealed vial and heated at 130° C. under microwave irradiation for 60 min. After cooling, the solution was filtered and subjected to preparative HPLC to give 8.1 mg (22%) 1-(2,3-d... Reactants: FC1=C(OC2=NC(=C(C#N)C=C2)C=O)C=CC(=C1)F (6-(2,4-difluorophenoxy)-2-formylnicotinonitrile), NN (hydrazine), CCO (EtOH). Reaction conditions: time 5 minute. The product is FC1=C(OC=2C=CC=3C(NN=CC3N2)=O)C=CC(=C1)F (2-(2,4-Difluorophenoxy)pyrido[3,2-d]pyridazin-5(6H)-one). Reaction SMILES: [F:1][C:2]1[CH:18]=[C:17]([F:19])[CH:16]=[CH:15][C:3]=1[O:4][C:5]1[CH:12]=[CH:11][C:8]([C:9]#N)=[C:7]([CH:13]=O)[N:6]=1.[NH2:20][NH2:21].CC[OH:24]>>[F:1][C:2]1[CH:18]=[C:17]([F:19])[CH:16]=[CH:15][C:3]=1[O:4][C:5]1[CH:12]=[CH:11][C:8]2[C:9](=[O:24])[NH:20][N:21]=[CH:13][C:7]=2[N:6]=1. Procedure: To a solution of 6-(2,4-difluorophenoxy)-2-formylnicotinonitrile (2.24 g, 8.6 mmol) in 15 mL of EtOH at 0° C. was added anhydrous hydrazine (1.4 mL, 43 mmol). The resulting mixture was stirred at RT for 5 min. The EtOH was removed under reduced pressure. The remaining residue was treated with AcOH (10 mL) and the reaction mixture was heated at 90° C. for 15 min, resulting in the precipitation of a yellow solid. The suspension was treated with ice and stirred for 5 min. The solid was filtered, ri... Starting materials: COC1=C(C=C(C=C1)[N+](=O)[O-])C1=CC(=NN1C)C(F)(F)F (5-(2-methoxy-5-nitro-phenyl)-1-methyl-3-trifluoromethyl-1H-pyrazole), C1CC(=O)N(C1=O)Cl (NCS), C1CC(=O)N(C1=O)Cl (NCS), Example 1.99. The solvent is CN(C)C=O (DMF), CN(C)C=O (DMF). Reaction conditions: temperature 0 celsius. Product: ClC=1C(=NN(C1C1=C(C=CC(=C1)[N+](=O)[O-])OC)C)C(F)(F)F (4-chloro-5-(2-methoxy-5-nitro-phenyl)-1-methyl-3-trifluoromethyl-1H-pyrazole). Reaction SMILES: C1C(=O)N([Cl:8])C(=O)C1.[CH3:9][O:10][C:11]1[CH:16]=[CH:15][C:14]([N+:17]([O-:19])=[O:18])=[CH:13][C:12]=1[C:20]1[N:24]([CH3:25])[N:23]=[C:22]([C:26]([F:29])([F:28])[F:27])[CH:21]=1>CN(C=O)C>[Cl:8][C:21]1[C:22]([C:26]([F:29])([F:27])[F:28])=[N:23][N:24]([CH3:25])[C:20]=1[C:12]1[CH:13]=[C:14]([N+:17]([O-:19])=[O:18])[CH:15]=[CH:16][C:11]=1[O:10][CH3:9]. Procedure: NCS (0.05 g, 0.37 mmol, 1.1 eq.) dissolved in DMF (⅔ mL) was added drop wise to a stirred solution of 5-(2-methoxy-5-nitro-phenyl)-1-methyl-3-trifluoromethyl-1H-pyrazole, see Example 1.99 (0.1 g, 0.33 mmol) in DMF (1⅓ mL) at 0° C. The reaction mixture was stirred 0° C. and TLC indicated no product. An additional equivalent of NCS was added and the reaction mixture was stirred at 80° C. overnight which resulted in completion of the reaction. The DMF was removed under vacuum and the crude mixture ... The reactants are ClC1=CC(=C(C=C1[N+](=O)[O-])N1N=C(C(=C1Cl)Br)C)F (1-(4-chloro-2-fluoro-5-nitrophenyl)-3-methyl-4-bromo-5-chloropyrazole), C(C)O (ethanol), Cl (hydrochloric acid). Reagents/catalysts: [Fe] (iron). Run in O (water). The product is NC=1C(=CC(=C(C1)N1N=C(C(=C1Cl)Br)C)F)Cl (1-(5-amino-4-chloro-2-fluorophenyl)-3-methyl-4-bromo-5-chloropyrazole). The yield is 95.4%. Reaction SMILES: [Cl:1][C:2]1[C:7]([N+:8]([O-])=O)=[CH:6][C:5]([N:11]2[C:15]([Cl:16])=[C:14]([Br:17])[C:13]([CH3:18])=[N:12]2)=[C:4]([F:19])[CH:3]=1.C(O)C.Cl>[Fe].O>[NH2:8][C:7]1[C:2]([Cl:1])=[CH:3][C:4]([F:19])=[C:5]([N:11]2[C:15]([Cl:16])=[C:14]([Br:17])[C:13]([CH3:18])=[N:12]2)[CH:6]=1. Procedure: 12.5 g (0.034 mol) of 1-(4-chloro-2-fluoro-5-nitrophenyl)-3-methyl-4-bromo-5-chloropyrazole (reference example 2) were added in the solution of 13.6 g of iron powder, 44 ml of ethanol, 20 ml of water and 0.2 ml of hydrochloric acid at 70° to 75° C., under stirring. After stirred for 2 hours at 75° C., the reaction mixture was filtered and the filtrate added with cold water was extracted with ethyl acetate. The ester layer was washed with water, concentrated and purified on column chromatography ... The reactants are O (Water), C(C1=CC=CC=C1)(=O)C=1C=C(C=O)C=CC1 (m-Benzoylbenzaldehyde), C1(=CC=C(C=C1)S(=O)(=O)Cl)C (p-toluenesulfonyl chloride), [C-]#N.[Na+] (sodium cyanide). Solvent: COCCOC (1,2-dimethoxyethane). Reaction conditions: time 40 minute. The product is C1(=CC=C(C=C1)S(=O)(=O)OC(C#N)C1=CC(=CC=C1)C(C1=CC=CC=C1)=O)C (O-(p-toluenesulfonyl)-m-benzoylmandelonitrile). Yield: 66.8%. As a reaction SMILES: [C:1]([C:9]1[CH:10]=[C:11]([CH:14]=[CH:15][CH:16]=1)[CH:12]=[O:13])(=[O:8])[C:2]1[CH:7]=[CH:6][CH:5]=[CH:4][CH:3]=1.[C:17]1([CH3:27])[CH:22]=[CH:21][C:20]([S:23](Cl)(=[O:25])=[O:24])=[CH:19][CH:18]=1.[C-:28]#[N:29].[Na+].O>COCCOC>[C:17]1([CH3:27])[CH:22]=[CH:21][C:20]([S:23]([O:13][CH:12]([C:11]2[CH:14]=[CH:15][CH:16]=[C:9]([C:1](=[O:8])[C:2]3[CH:3]=[CH:4][CH:5]=[CH:6][CH:7]=3)[CH:10]=2)[C:28]#[N:29])(=[O:25])=[O:24])=[CH:19][CH:18]=1 |f:2.3|. Procedure details: m-Benzoylbenzaldehyde (4.20 g) and 3.80 g of p-toluenesulfonyl chloride were dissolved in 13 ml of 1,2-dimethoxyethane (DME), and the solution was stirred at -15° to -10° C. An aqueous solution of sodium cyanide (1.08 g/15 ml) was added dropwise to the solution over 10 minutes. The mixture was stirred at -15° to -10° C. for 2 hours and then at room temperature for 40 minutes. Water (60 ml) was added, and the mixture was extracted with 60 ml of methylene chloride three times. The extract was wash...